From a dataset of the Open Reaction Database (ORD), a public repository of structured organic reaction records. describe an organic reaction: reactants, conditions, products, and yield Reactants: c1ccc(CN2CCC3(CO3)C2)cc1, Oc1cccc2ccccc12, c1ccccc1. The product is OC1(COc2cccc3ccccc23)CCN(Cc2ccccc2)C1. RXN SMILES: [CH2:1]([c:2]1[cH:3][cH:4][cH:5][cH:6][cH:7]1)[N:8]1[CH2:9][C:10]2([CH2:11][O:12]2)[CH2:13][CH2:14]1.[OH:15][c:16]1[cH:17][cH:18][cH:19][c:20]2[cH:21][cH:22][cH:23][cH:24][c:25]12.[cH:26]1[cH:27][cH:28][cH:29][cH:30][cH:31]1>>[CH2:1]([c:2]1[cH:3][cH:4][cH:5][cH:6][cH:7]1)[N:8]1[CH2:9][C:10]([CH2:11][O:15][c:16]2[cH:17][cH:18][cH:19][c:20]3[cH:21][cH:22][cH:23][cH:24][c:25]23)([OH:12])[CH2:13][CH2:14]1.